The task is: describe an organic reaction: reactants, conditions, products, and yield. This data is from the Open Reaction Database (ORD), a public repository of structured organic reaction records. Reactants: C(C)(C)(C)OC(=O)N(C(=O)OC(C)(C)C)C1=NC(=CC=C1N)C1=CC=CC=C1 (di-tert-butyl(3-amino-6-phenylpyridin-2-yl)imidodicarbonate), C1CCOC1 (THF), N1=CC=CC=C1 (pyridine), ClC(=O)OCC1=CC=CC=C1 (benzyl chloroformate). Run in CCOC(=O)C (EtOAc), C(Cl)Cl (methylene chloride). Run at time 2 hour. The product is C(C)(C)(C)OC(=O)N(C(=O)OC(C)(C)C)C1=NC(=CC=C1NC(=O)OCC1=CC=CC=C1)C1=CC=CC=C1 (Di-tert-butyl(3-{[(benzyloxy)carbonyl]amino}-6-phenylpyridin-2-yl)imidodicarbonate). Reaction SMILES: [C:1]([O:5][C:6]([N:8]([C:16]1[C:21]([NH2:22])=[CH:20][CH:19]=[C:18]([C:23]2[CH:28]=[CH:27][CH:26]=[CH:25][CH:24]=2)[N:17]=1)[C:9]([O:11][C:12]([CH3:15])([CH3:14])[CH3:13])=[O:10])=[O:7])([CH3:4])([CH3:3])[CH3:2].C1COCC1.N1C=CC=CC=1.Cl[C:41]([O:43][CH2:44][C:45]1[CH:50]=[CH:49][CH:48]=[CH:47][CH:46]=1)=[O:42]>CCOC(C)=O.C(Cl)Cl>[C:1]([O:5][C:6]([N:8]([C:16]1[C:21]([NH:22][C:41]([O:43][CH2:44][C:45]2[CH:50]=[CH:49][CH:48]=[CH:47][CH:46]=2)=[O:42])=[CH:20][CH:19]=[C:18]([C:23]2[CH:28]=[CH:27][CH:26]=[CH:25][CH:24]=2)[N:17]=1)[C:9]([O:11][C:12]([CH3:15])([CH3:14])[CH3:13])=[O:10])=[O:7])([CH3:2])([CH3:3])[CH3:4]. Procedure: A solution of di-tert-butyl(3-amino-6-phenylpyridin-2-yl)imidodicarbonate (351 mg, 0.910 mmol, theoretical yield from previous reaction), THF (1.82 mL) and methylene chloride (1.82 mL) was cooled 0° C. and pyridine (0.294 mL, 3.64 mmol) and benzyl chloroformate (0.256 mL, 1.82 mmol) were added dropwise. The reaction was stirred for 2 h, diluted with EtOAc and washed with 1M aq. HCl2×, sat. aq. NaHCO3, brine, dried (MgSO4) and concentrated to afford a residue purified via MPLC, silica cartridge, ... Starting materials: [N+](=O)(O)[O-] (nitric acid), [Si](C)(C)(C(C)(C)C)OC1C(NCC1)C1=C(C=C(C=C1)NC(=O)C1=NC=CC=C1)F (N-(4-(3-((t-butyl(dimethyl)silyl)oxy)pyrrolidin-2-yl)-3-fluorophenyl)pyridine-2-carboxamide). Reaction conditions: time 40 minute. The product is C(C)(=O)OC1C(N(CC1)C(C)=O)C1=C(C=C(C(=C1)[N+](=O)[O-])NC(=O)C1=NC=CC=C1)F (1-acetyl-2-(2-fluoro-5-nitro-4-((pyridin-2-ylcarbonyl)amino)phenyl)pyrrolidin-3-yl acetate). Reaction SMILES: [N+:1]([O-:4])(O)=[O:2].[Si]([O:12][CH:13]1[CH2:17][CH2:16][NH:15][CH:14]1[C:18]1[CH:23]=[CH:22][C:21]([NH:24][C:25]([C:27]2[CH:32]=[CH:31][CH:30]=[CH:29][N:28]=2)=[O:26])=[CH:20][C:19]=1[F:33])(C(C)(C)C)(C)C>>[C:13]([O:12][CH:13]1[CH2:17][CH2:16][N:15]([C:25](=[O:26])[CH3:27])[CH:14]1[C:18]1[CH:23]=[C:22]([N+:1]([O-:4])=[O:2])[C:21]([NH:24][C:25]([C:27]2[CH:32]=[CH:31][CH:30]=[CH:29][N:28]=2)=[O:26])=[CH:20][C:19]=1[F:33])(=[O:12])[CH3:14]. Procedure details: 1 ml of fuming nitric acid was added to 57 mg of N-(4-(3-((t-butyl(dimethyl)silyl)oxy)pyrrolidin-2-yl)-3-fluorophenyl)pyridine-2-carboxamide, and the reaction liquid was stirred at room temperature for 40 minutes. The reaction liquid was poured into a mixed solution of ice-aqueous saturated sodium bicarbonate, extracted with chloroform, and dried with anhydrous sodium sulfate. The solvent was evaporated away under reduced pressure, and the resulting residue was purified through partitioning thin... The reactants are CN(C)C=O, Cc1c[nH]c(C)n1, N#Cc1ccccc1F, [H-], [Na+], O. Yields the product Cc1cn(-c2ccccc2C#N)c(C)n1. Reaction SMILES: [CH3:20][N:21]([CH3:22])[CH:23]=[O:24].[CH3:3][c:4]1[nH:5][cH:6][c:7]([CH3:9])[n:8]1.[F:10][c:11]1[c:12]([C:13]#[N:14])[cH:15][cH:16][cH:17][cH:18]1.[H-:1].[Na+:2].[OH2:19]>>[CH3:3][c:4]1[n:5](-[c:11]2[c:12]([C:13]#[N:14])[cH:15][cH:16][cH:17][cH:18]2)[cH:6][c:7]([CH3:9])[n:8]1.